From a dataset of the Open Reaction Database (ORD), a public repository of structured organic reaction records. describe an organic reaction: reactants, conditions, products, and yield The reactants are C(C)C1C(CC(C(C(OC(C2CCCCN2C(C(C2(C(CC(C(C(CC(CC(=C1)C)C)OC)O2)OC)C)O)=O)=O)=O)C(=CC2CC(C(CC2)N=[N+]=[N-])O)C)C)O)=O (17-ethyl-1,14-dihydroxy-12-[2'-(4"-azido-3"-hydroxycyclohexyl)-1'-methylvinyl]-23,25-dimethoxy-13,19,21,27-tetramethyl-11,28-dioxa-4-azatricyclo[22.3.1.04,9 ]octacos-18-ene-2,3,10,16-tetraone), C1(=CC=CC=C1)P(C1=CC=CC=C1)C1=CC=CC=C1 (triphenylphosphine). Run in C1(=CC=CC=C1)C (toluene). The product is C(C)C1C(CC(C(C(OC(C2CCCCN2C(C(C2(C(CC(C(C(CC(CC(=C1)C)C)OC)O2)OC)C)O)=O)=O)=O)C(=CC2CC(C(CC2)N)O)C)C)O)=O (17-Ethyl-1,14-dihydroxy-12-[2'-(4"-amino-3"-hydroxycyclohexyl)-1'-methylvinyl]-23,25-dimethoxy-13,19,21,27-tetramethyl-11,28-dioxa-4-azatricyclo[22.3.1.04,9 ]-octacos-18-ene-2,3,10,16-tetraone). RXN SMILES: [CH2:1]([CH:3]1[CH:29]=[C:28]([CH3:30])[CH2:27][CH:26]([CH3:31])[CH2:25][CH:24]([O:32][CH3:33])[CH:23]2[O:34][C:19]([OH:38])([CH:20]([CH3:37])[CH2:21][CH:22]2[O:35][CH3:36])[C:18](=[O:39])[C:17](=[O:40])[N:16]2[CH:11]([CH2:12][CH2:13][CH2:14][CH2:15]2)[C:10](=[O:41])[O:9][CH:8]([C:42]([CH3:54])=[CH:43][CH:44]2[CH2:49][CH2:48][CH:47]([N:50]=[N+]=[N-])[CH:46]([OH:53])[CH2:45]2)[CH:7]([CH3:55])[CH:6]([OH:56])[CH2:5][C:4]1=[O:57])[CH3:2].C1(P(C2C=CC=CC=2)C2C=CC=CC=2)C=CC=CC=1>C1(C)C=CC=CC=1>[CH2:1]([CH:3]1[CH:29]=[C:28]([CH3:30])[CH2:27][CH:26]([CH3:31])[CH2:25][CH:24]([O:32][CH3:33])[CH:23]2[O:34][C:19]([OH:38])([CH:20]([CH3:37])[CH2:21][CH:22]2[O:35][CH3:36])[C:18](=[O:39])[C:17](=[O:40])[N:16]2[CH:11]([CH2:12][CH2:13][CH2:14][CH2:15]2)[C:10](=[O:41])[O:9][CH:8]([C:42]([CH3:54])=[CH:43][CH:44]2[CH2:49][CH2:48][CH:47]([NH2:50])[CH:46]([OH:53])[CH2:45]2)[CH:7]([CH3:55])[CH:6]([OH:56])[CH2:5][C:4]1=[O:57])[CH3:2]. Procedure details: A solution of 17-ethyl-1,14-dihydroxy-12-[2'-(4"-azido-3"-hydroxycyclohexyl)-1'-methylvinyl]-23,25-dimethoxy-13,19,21,27-tetramethyl-11,28-dioxa-4-azatricyclo[22.3.1.04,9 ]octacos-18-ene-2,3,10,16-tetraone (28 mg) and triphenylphosphine (9 mg) in 1 ml of wet toluene is stirred at 70° C. overnight. The solvent is removed under reduced pressure, and the residue is purified by preparative tlc on silica gel to give the title compound. The solvent is ClC(C)Cl (dichloroethane), C([O-])(O)=O.[Na+] (sodium bicarbonate). Starting materials: FC=1C=CC2=C(NC=3SC(=CC3C(=N2)N2C[C@@H](NCC2)CCCOC)C)C1 ((S)-6-fluoro-10-[3-(3-methoxy-propyl)-piperazin-1-yl]-2-methyl-4H-3-thia-4,9-diaza-benzo[f]azulene), C=O (formaldehyde), C(C)(=O)O[BH-](OC(C)=O)OC(C)=O.[Na+] (sodium triacetoxyborohydride). Procedure details: Combine (S)-6-fluoro-10-[3-(3-methoxy-propyl)-piperazin-1-yl]-2-methyl-4H-3-thia-4,9-diaza-benzo[f]azulene (0.105 g, 0.270 mmol), formaldehyde (31 μL, 0.378 mmol, 37%), and sodium triacetoxyborohydride (0.086 g, 0.405 mmol) in dichloroethane (6 mL) and stir at room temperature overnight. Dilute the mixture with saturated sodium bicarbonate and extract three times with methylene chloride. Combine the organic layers, dry over sodium sulfate and concentrate under reduced pressure to give the crude ... Reaction SMILES: [F:1][C:2]1[CH:3]=[CH:4][C:5]2[N:14]=[C:13]([N:15]3[CH2:20][CH2:19][NH:18][C@@H:17]([CH2:21][CH2:22][CH2:23][O:24][CH3:25])[CH2:16]3)[C:12]3[CH:11]=[C:10]([CH3:26])[S:9][C:8]=3[NH:7][C:6]=2[CH:27]=1.C=O.[C:30](O[BH-](OC(=O)C)OC(=O)C)(=O)C.[Na+]>ClC(Cl)C.C(=O)(O)[O-].[Na+]>[F:1][C:2]1[CH:3]=[CH:4][C:5]2[N:14]=[C:13]([N:15]3[CH2:20][CH2:19][N:18]([CH3:30])[C@@H:17]([CH2:21][CH2:22][CH2:23][O:24][CH3:25])[CH2:16]3)[C:12]3[CH:11]=[C:10]([CH3:26])[S:9][C:8]=3[NH:7][C:6]=2[CH:27]=1 |f:2.3,5.6|. Yields the product FC=1C=CC2=C(NC=3SC(=CC3C(=N2)N2C[C@@H](N(CC2)C)CCCOC)C)C1 ((S)-6-fluoro-10-[3-(3-methoxy-propyl)-4-methyl-piperazin-1-yl]-2-methyl-4H-3-thia-4,9-diaza-benzo[f]azulene). Isolated yield 88.9%.